From a dataset of the Open Reaction Database (ORD), a public repository of structured organic reaction records. describe an organic reaction: reactants, conditions, products, and yield Starting materials: Intermediate ( 16 ), IC1=CC=C(C(=O)OCC)C=C1 (ethyl 4-iodobenzoate), C1(CCC1)C=O (cyclobutanecarbaldehyde). Product: C1(CCC1)C(=O)C1=CC=C(C(=O)OCC)C=C1 (ethyl 4-(cyclobutanecarbonyl)benzoate). Reaction SMILES: I[C:2]1[CH:12]=[CH:11][C:5]([C:6]([O:8][CH2:9][CH3:10])=[O:7])=[CH:4][CH:3]=1.[CH:13]1([CH:17]=[O:18])[CH2:16][CH2:15][CH2:14]1>>[CH:13]1([C:17]([C:2]2[CH:12]=[CH:11][C:5]([C:6]([O:8][CH2:9][CH3:10])=[O:7])=[CH:4][CH:3]=2)=[O:18])[CH2:16][CH2:15][CH2:14]1. Procedure: The title compound was prepared by a method analogous to that described for Intermediate (16), using ethyl 4-iodobenzoate and cyclobutanecarbaldehyde. 1H NMR (400 MHz, CDCl3, δ): 7.93 (d, J=8.0 Hz, 2H), 7.31 (d, J=8.0 Hz, 2H), 4.58 (d, J=8.0 Hz, 1H), 4.29 (q, J=6.8 Hz, 2H), 2.50-2.58 (m, 1H), 1.70-2.02 (m, 6H), 1.34 (t, J=7.2 Hz, 3H). Reactants: BrCc1nc2c(ccc3ccccc32)s1, [H-], [Na+], C1CCOC1, c1c[nH]cn1. As a reaction SMILES: [Br:8][CH2:9][c:10]1[s:11][c:12]2[c:13]([n:14]1)[c:15]1[cH:16][cH:17][cH:18][cH:19][c:20]1[cH:21][cH:22]2.[H-:1].[Na+:2].[O:23]1[CH2:24][CH2:25][CH2:26][CH2:27]1.[nH:3]1[cH:4][n:5][cH:6][cH:7]1>>[nH:3]1[c:4]([CH2:9][c:10]2[s:11][c:12]3[c:13]([n:14]2)[c:15]2[cH:16][cH:17][cH:18][cH:19][c:20]2[cH:21][cH:22]3)[n:5][cH:6][cH:7]1. Yields the product c1ccc2c(c1)ccc1sc(Cc3ncc[nH]3)nc12.